This data is from the Open Reaction Database (ORD), a public repository of structured organic reaction records. The task is: describe an organic reaction: reactants, conditions, products, and yield Reactants: Cl (HCl), FC(F)(F)[Si](C)(C)C ((trifluoromethyl)trimethylsilane), [F-].[K+] (KF), ClC=1C=CC=2N(N1)C(=CN2)C(=O)C=2C=C1C=CC=NC1=CC2 ((6-chloro-imidazo[1,2-b]pyridazin-3-yl)-quinolin-6-yl-methanone). The solvent is CN(C)C=O (DMF). Run at time 30 minute. Product: ClC=1C=CC=2N(N1)C(=CN2)C(C(F)(F)F)(O)C=2C=C1C=CC=NC1=CC2 (1-(6-chloro-imidazo[1,2-b]pyridazin-3-yl)-2,2,2-trifluoro-1-(quinolin-6-yl)ethanol). RXN SMILES: [Cl:1][C:2]1[CH:3]=[CH:4][C:5]2[N:6]([C:8]([C:11]([C:13]3[CH:14]=[C:15]4[C:20](=[CH:21][CH:22]=3)[N:19]=[CH:18][CH:17]=[CH:16]4)=[O:12])=[CH:9][N:10]=2)[N:7]=1.[F:23][C:24]([Si](C)(C)C)([F:26])[F:25].[F-].[K+].Cl>CN(C=O)C>[Cl:1][C:2]1[CH:3]=[CH:4][C:5]2[N:6]([C:8]([C:11]([C:13]3[CH:14]=[C:15]4[C:20](=[CH:21][CH:22]=3)[N:19]=[CH:18][CH:17]=[CH:16]4)([OH:12])[C:24]([F:26])([F:25])[F:23])=[CH:9][N:10]=2)[N:7]=1 |f:2.3|. Procedure: (6-chloro-imidazo[1,2-b]pyridazin-3-yl)-quinolin-6-yl-methanone (Stage 1.2, 50 mg, 0.162 mmol) was dissolved in DMF (5 mL) and (trifluoromethyl)trimethylsilane (1.294 mL, 8.10 mmol) and KF (4.70 mg, 0.081 mmol) were introduced. After 30 min at rt, 1 N HCl was added to the RM. It was stirred at rt for 20 h. the reaction was not completed. It was then heated at 150° C. under microwave irradiations for 5 min. It was extracted with EtOAc twice. Combined organic layers was washed with brine and dried... Reactants: CNC=O, O=CO, [Cl-], [Cl-], [Mg+2], [Na+], [Na+], O=C([O-])[O-], O, O, O, O, O, O, O, O=C1Cc2ccccc2Oc2ccccc2C1. The product is CNC(=O)C1Cc2ccccc2Oc2ccccc2C1. Reaction SMILES: [CH3:33][NH:34][CH:35]=[O:36].[CH:37]([OH:38])=[O:39].[Cl-:24].[Cl-:26].[Mg+2:25].[Na+:27].[Na+:28].[O-:29][C:30](=[O:31])[O-:32].[OH2:18].[OH2:19].[OH2:20].[OH2:21].[OH2:22].[OH2:23].[OH2:40].[cH:1]1[cH:2][cH:3][cH:4][c:5]2[c:6]1[O:7][c:8]1[c:9]([cH:14][cH:15][cH:16][cH:17]1)[CH2:10][C:11](=[O:13])[CH2:12]2>>[cH:1]1[cH:2][cH:3][cH:4][c:5]2[c:6]1[O:7][c:8]1[c:9]([cH:14][cH:15][cH:16][cH:17]1)[CH2:10][CH:11]([C:35]([NH:34][CH3:33])=[O:36])[CH2:12]2. Reaction SMILES: [Br:16][c:17]1[cH:18][cH:19][c:20]([CH:23]2[N:24]=[C:25]([O:28][CH3:29])[CH2:26][CH2:27]2)[cH:21][cH:22]1.[CH:30]([OH:31])([CH3:32])[CH3:33].[c:1]1([CH:7]([CH2:8][c:9]2[cH:10][cH:11][cH:12][cH:13][cH:14]2)[NH2:15])[cH:2][cH:3][cH:4][cH:5][cH:6]1>>[c:1]1([CH:7]([CH2:8][c:9]2[cH:10][cH:11][cH:12][cH:13][cH:14]2)[NH:15][C:25]2=[N:24][CH:23]([c:20]3[cH:19][cH:18][c:17]([Br:16])[cH:22][cH:21]3)[CH2:27][CH2:26]2)[cH:2][cH:3][cH:4][cH:5][cH:6]1. The product is Brc1ccc(C2CCC(NC(Cc3ccccc3)c3ccccc3)=N2)cc1. Starting materials: COC1=NC(c2ccc(Br)cc2)CC1, CC(C)O, NC(Cc1ccccc1)c1ccccc1. Starting materials: [H-].[Na+] (sodium hydride), [Cl-].[NH4+] (ammonium chloride), ClC1=NC=NC(=C1)OC1C(CCCC1)Cl (4-chloro-6-(2-chlorocyclohexyloxy)pyrimidine), C(C#CC)O (2-butyn-1-ol). Solvent: O1CCCC1 (tetrahydrofuran), O1CCCC1 (tetrahydrofuran), O1CCCC1 (tetrahydrofuran). The product is C(C#CC)OC1=CC(=NC=N1)OC1C(CCCC1)Cl (6-(2-butynyloxy)-4-(2-chlorocyclohexyloxy)pyrimidine). Yield: 82.5%. Reaction SMILES: [H-].[Na+].[CH2:3]([OH:7])[C:4]#[C:5][CH3:6].Cl[C:9]1[CH:14]=[C:13]([O:15][CH:16]2[CH2:21][CH2:20][CH2:19][CH2:18][CH:17]2[Cl:22])[N:12]=[CH:11][N:10]=1.[Cl-].[NH4+]>O1CCCC1>[CH2:3]([O:7][C:9]1[N:10]=[CH:11][N:12]=[C:13]([O:15][CH:16]2[CH2:21][CH2:20][CH2:19][CH2:18][CH:17]2[Cl:22])[CH:14]=1)[C:4]#[C:5][CH3:6] |f:0.1,4.5|. Procedure details: In 1.2 ml of tetrahydrofuran was suspended 0.03 g of sodium hydride (60% in oil), to which 0.4 ml of a tetrahydrofuran solution containing 0.05 g of 2-butyn-1-ol was slowly added dropwise under stirring at room temperature. The mixture was stirred at room temperature for 20 minutes, and 0.4 ml of a tetrahydrofuran solution containing 0.16 g of 4-chloro-6-(2-chlorocyclohexyloxy)pyrimidine was slowly added dropwise, followed by stirring at 0° C. for 3 hours. The reaction mixture was then poured in... RXN SMILES: [Br:1][CH2:2][CH2:3][CH2:4][CH2:5][N:6]([CH:7]([CH3:8])[CH3:9])[c:10]1[n:11][c:12](-[c:22]2[cH:23][cH:24][cH:25][cH:26][cH:27]2)[c:13](-[c:16]2[cH:17][cH:18][cH:19][cH:20][cH:21]2)[n:14][cH:15]1.[C:28]([CH2:29][SH:30])(=[O:31])[O:32][CH3:33].[C:34](=[O:35])([O-:36])[O-:37].[CH3:42][C:43]#[N:44].[I-:41].[K+:38].[K+:39].[K+:40]>>[CH2:2]([CH2:3][CH2:4][CH2:5][N:6]([CH:7]([CH3:8])[CH3:9])[c:10]1[n:11][c:12](-[c:22]2[cH:23][cH:24][cH:25][cH:26][cH:27]2)[c:13](-[c:16]2[cH:17][cH:18][cH:19][cH:20][cH:21]2)[n:14][cH:15]1)[S:30][CH2:29][C:28](=[O:31])[O:32][CH3:33]. The product is COC(=O)CSCCCCN(c1cnc(-c2ccccc2)c(-c2ccccc2)n1)C(C)C. Starting materials: CC(C)N(CCCCBr)c1cnc(-c2ccccc2)c(-c2ccccc2)n1, COC(=O)CS, O=C([O-])[O-], CC#N, [I-], [K+], [K+], [K+]. Starting materials: CCCCO, CCOC(C)=O, CCN(C(C)C)C(C)C, O=[N+]([O-])c1ccc(Cl)nc1Nc1cc(C2CC2)[nH]n1, Cl, CC(N)c1ncc(F)cn1. The product is CC(Nc1ccc([N+](=O)[O-])c(Nc2cc(C3CC3)[nH]n2)n1)c1ncc(F)cn1. As a reaction SMILES: [CH2:40]([OH:41])[CH2:42][CH2:43][CH3:44].[CH3:45][CH2:46][O:47][C:48](=[O:49])[CH3:50].[CH:31]([N:32]([CH:33]([CH3:34])[CH3:35])[CH2:36][CH3:37])([CH3:38])[CH3:39].[Cl:1][c:2]1[cH:3][cH:4][c:5]([N+:17](=[O:18])[O-:19])[c:6]([NH:8][c:9]2[n:10][nH:11][c:12]([CH:14]3[CH2:15][CH2:16]3)[cH:13]2)[n:7]1.[ClH:20].[F:21][c:22]1[cH:23][n:24][c:25]([CH:28]([CH3:29])[NH2:30])[n:26][cH:27]1>>[c:2]1([NH:30][CH:28]([c:25]2[n:24][cH:23][c:22]([F:21])[cH:27][n:26]2)[CH3:29])[cH:3][cH:4][c:5]([N+:17](=[O:18])[O-:19])[c:6]([NH:8][c:9]2[n:10][nH:11][c:12]([CH:14]3[CH2:15][CH2:16]3)[cH:13]2)[n:7]1.